Dataset: the Open Reaction Database (ORD), a public repository of structured organic reaction records. Task: describe an organic reaction: reactants, conditions, products, and yield The reactants are C(C)(=O)OCC (ethyl acetate), [N+](=O)([O-])C=CC1=CC=CC=C1 (nitrostyrene), SCC(=O)O (mercaptoacetic acid). The reagents and catalysts are N1CCCC1 (pyrollidine). Solvent: O1CCCC1 (tetrahydrofuran). Run at time 2 hour. Product: [N+](=O)([O-])CC(C1=CC=CC=C1)SCC(=O)O ({[alpha-(nitromethyl)benzyl]thio}-acetic acid). Isolated yield 81.3%. As a reaction SMILES: [N+:1]([CH:4]=[CH:5][C:6]1[CH:11]=[CH:10][CH:9]=[CH:8][CH:7]=1)([O-:3])=[O:2].[SH:12][CH2:13][C:14]([OH:16])=[O:15].C(OCC)(=O)C>O1CCCC1.N1CCCC1>[N+:1]([CH2:4][CH:5]([S:12][CH2:13][C:14]([OH:16])=[O:15])[C:6]1[CH:11]=[CH:10][CH:9]=[CH:8][CH:7]=1)([O-:3])=[O:2]. Procedure: A solution of nitrostyrene (10 g, 0.067 mol) in tetrahydrofuran (250 ml) is treated with mercaptoacetic acid (7.4 g, 5.6 ml, 0.08 mol) followed by pyrollidine (3 drops). After stirring for 2 hours the reaction mixture is concentrated onto silica gel and chromatographed, eluting with 4:1, hexanes:ethyl acetate, to give the title product as a solid (13.14 g, 81% yield). Analysis: C8H7NO2. Calculated: C, 49.78; H, 4.60; N, 5.81%. Found: C, 49.50; H, 4.66; N, 5.81%. Starting materials: COC(=O)C1CCOc2cc(Oc3ccc(C(=O)OC(C)(C)C)cc3)c(C#N)cc21, CCOC(C)=O, ClCCl, O=C(O)C(F)(F)F. The product is COC(=O)C1CCOc2cc(Oc3ccc(C(=O)O)cc3)c(C#N)cc21. Reaction SMILES: [C:1]([CH3:2])([CH3:3])([CH3:4])[O:5][C:6](=[O:7])[c:8]1[cH:9][cH:10][c:11]([O:12][c:13]2[c:14]([C:27]#[N:28])[cH:15][c:16]3[c:21]([cH:22]2)[O:20][CH2:19][CH2:18][CH:17]3[C:23](=[O:24])[O:25][CH3:26])[cH:29][cH:30]1.[CH3:41][CH2:42][O:43][C:44]([CH3:45])=[O:46].[Cl:38][CH2:39][Cl:40].[OH:31][C:32]([C:33]([F:34])([F:35])[F:36])=[O:37]>>[O:5]=[C:6]([OH:7])[c:8]1[cH:9][cH:10][c:11]([O:12][c:13]2[c:14]([C:27]#[N:28])[cH:15][c:16]3[c:21]([cH:22]2)[O:20][CH2:19][CH2:18][CH:17]3[C:23](=[O:24])[O:25][CH3:26])[cH:29][cH:30]1. Reactants: ClC1=C(C(=O)OCC)C=C(C=C1)NC(=O)N (ethyl 2-chloro-5-ureidobenzoate), CCOC(=O)C1CCCCC1=O (ethyl cyclohexanone-2-carboxylate). Yields the product ClC1=C(C(=O)OCC)C=C(C=C1)NC(=O)NC1=C(CCCC1)C(=O)OCC (ethyl 2-chloro-5-{3-[2-(ethoxycarbonyl)-1-cyclohexen-1-yl]ureido}-benzoate). RXN SMILES: [Cl:1][C:2]1[CH:12]=[CH:11][C:10]([NH:13][C:14]([NH2:16])=[O:15])=[CH:9][C:3]=1[C:4]([O:6][CH2:7][CH3:8])=[O:5].[CH3:17][CH2:18][O:19][C:20]([CH:22]1[C:27](=O)[CH2:26][CH2:25][CH2:24][CH2:23]1)=[O:21]>>[Cl:1][C:2]1[CH:12]=[CH:11][C:10]([NH:13][C:14]([NH:16][C:23]2[CH2:24][CH2:25][CH2:26][CH2:27][C:22]=2[C:20]([O:19][CH2:18][CH3:17])=[O:21])=[O:15])=[CH:9][C:3]=1[C:4]([O:6][CH2:7][CH3:8])=[O:5]. Procedure: using ethyl 2-chloro-5-ureidobenzoate and ethyl cyclohexanone-2-carboxylate there is obtained ethyl 2-chloro-5-{3-[2-(ethoxycarbonyl)-1-cyclohexen-1-yl]ureido}-benzoate, m.p. 119°-122° C., Starting materials: COC(CC1=CC(=C(C=C1)SC(N(C)C)=O)Cl)=O (3-chloro-4-dimethylcarbamoylthio-phenylacetic acid methyl ester), C[O-].[Na+] (sodium methoxide), FC(C1=NOC2=C1C=CC(=C2CCC)OCCCBr)(F)F (3-trifluoromethyl-7-propyl-6-(3-bromopropyloxy)-benzisoxazole), C(N)([O-])=O (carbamate). The solvent is CO (methanol), CO (methanol). Run at temperature 50 celsius, time 1 hour. Yields the product CC(C(=O)O)C1=CC(=C(C=C1)SCCCOC=1C=CC=2C(=NOC2C1CCC)C(F)(F)F)Cl (methyl 3-chloro-4-(3-(7-propyl-3-trifluoromethyl-6-benz-[4,5]-isoxazoloxy)propylthio) phenylacetic acid). Reaction SMILES: C[O:2][C:3](=[O:18])[CH2:4][C:5]1[CH:10]=[CH:9][C:8]([S:11][C:12](=O)N(C)C)=[C:7]([Cl:17])[CH:6]=1.C[O-].[Na+].[C:22](=O)([O-])N.[F:26][C:27]([F:46])([F:45])[C:28]1[C:32]2[CH:33]=[CH:34][C:35]([O:40][CH2:41][CH2:42]CBr)=[C:36]([CH2:37][CH2:38][CH3:39])[C:31]=2[O:30][N:29]=1>CO>[CH3:22][CH:4]([C:5]1[CH:10]=[CH:9][C:8]([S:11][CH2:12][CH2:42][CH2:41][O:40][C:35]2[CH:34]=[CH:33][C:32]3[C:28]([C:27]([F:45])([F:26])[F:46])=[N:29][O:30][C:31]=3[C:36]=2[CH2:37][CH2:38][CH3:39])=[C:7]([Cl:17])[CH:6]=1)[C:3]([OH:2])=[O:18] |f:1.2|. Reported procedure: A solution of 3-trifluoromethyl-7-propyl-6-hydroxybenzisoxazole (2.5 grams) in 2-butanone (30 mL) was treated with 1,3-dibromopropane (4.8 mL) and potassium carbonate (5.0 grams). The mixture was refluxed for 4 hours. The reaction mixture was partitioned between isopropyl acetate and pH 4 buffer. The organic was washed once with water, then dried over magnesium sulfate. The organic was filtered and evaporated to an oil which was flitered through a silica gel plug using methylene chloride and hex... The reactants are C(C)OC(C(C)N1C(C(CCC1)NC(=O)OC)=O)=O (2-(3-methoxycarbonylamino-2-oxo-piperidin-1-yl)-propionic acid ethyl ester), COC(=O)N1CC2N(C(C1)=O)C(CC2)C(=O)OCC (4-oxo-hexahydro-pyrrolo[1,2-a]pyrazine-2,6-dicarboxylic acid 6-ethyl ester 2-methyl ester). The product is COC(=O)NC1C(N(CCC1)C(C(=O)O)C)=O (2-(3-Methoxycarbonylamino-2-oxo-piperidin-1-yl)-propionic acid). Reaction SMILES: C([O:3][C:4](=[O:19])[CH:5]([N:7]1[CH2:12][CH2:11][CH2:10][CH:9]([NH:13][C:14]([O:16][CH3:17])=[O:15])[C:8]1=[O:18])[CH3:6])C.COC(N1CC(=O)N2C(C(OCC)=O)CCC2C1)=O>>[CH3:17][O:16][C:14]([NH:13][CH:9]1[CH2:10][CH2:11][CH2:12][N:7]([CH:5]([CH3:6])[C:4]([OH:19])=[O:3])[C:8]1=[O:18])=[O:15]. Procedure details: 2-(3-Methoxycarbonylamino-2-oxo-piperidin-1-yl)-propionic acid was prepared by method 801 substituting 2-(3-methoxycarbonylamino-2-oxo-piperidin-1-yl)-propionic acid ethyl ester for 4-oxo-hexahydro-pyrrolo[1,2-a]pyrazine-2,6-dicarboxylic acid 6-ethyl ester 2-methyl ester. C10H16N2O5 calculated 244.1 observed [M+1]+245.1; rt=1.53 min. Reactants: CC1=C(C(C(=O)O)=CC=C1)S (3-methylthiosalicylic acid), C(#N)C1=CC=CC(=N1)CCC(=O)OC(C)(C)C (tert-butyl 3-(6-cyano-2-pyridyl)propanoate). Solvent: N1=CC=CC=C1 (pyridine). Product: CC1=CC=CC=2C(N=C(SC21)C2=CC=CC(=N2)CCC(=O)OC(C)(C)C)=O (tert-Butyl 3-[6-(8-methyl-4-oxo-4H-1,3-benzothiazin-2-yl)-2-pyridyl]propanoate). As a reaction SMILES: [CH3:1][C:2]1[CH:10]=[CH:9][CH:8]=[C:4]([C:5]([OH:7])=O)[C:3]=1[SH:11].[C:12]([C:14]1[N:19]=[C:18]([CH2:20][CH2:21][C:22]([O:24][C:25]([CH3:28])([CH3:27])[CH3:26])=[O:23])[CH:17]=[CH:16][CH:15]=1)#[N:13]>N1C=CC=CC=1>[CH3:1][C:2]1[C:3]2[S:11][C:12]([C:14]3[N:19]=[C:18]([CH2:20][CH2:21][C:22]([O:24][C:25]([CH3:28])([CH3:27])[CH3:26])=[O:23])[CH:17]=[CH:16][CH:15]=3)=[N:13][C:5](=[O:7])[C:4]=2[CH:8]=[CH:9][CH:10]=1. Procedure: A mixture of 3-methylthiosalicylic acid (2.52 g, 15 mmol), tert-butyl 3-(6-cyano-2-pyridyl)propanoate (2.32 g, 10 mmol) and pyridine (30 ml) was refluxed under nitrogen atmosphere for 20 hrs and concentrated under reduced pressure. The residue was subjected to a silica gel (100 g) column chromatography. The titled compound (2.79 g, 73%) was given from the fractions eluted with hexane-ethyl acetate (2:1, v/v), which were recrystallized from ethyl acetate-isopropyl ether.